This data is from the Open Reaction Database (ORD), a public repository of structured organic reaction records. The task is: describe an organic reaction: reactants, conditions, products, and yield Reactants: O=[O+][O-], O, CC1=CC(=O)CC(C)(C)C1, O. Yields the product CC(=O)CC(C)(C)CC(=O)O. Reaction SMILES: [O-:12][O+:13]=[O:14].[O:11].[O:1]=[C:2]1[CH:3]=[C:4]([CH3:10])[CH2:5][C:6]([CH3:7])([CH3:8])[CH2:9]1.[OH2:15]>>[O:1]=[C:2]([CH3:3])[CH2:9][C:6]([CH2:5][C:4]([OH:12])=[O:15])([CH3:7])[CH3:8]. The reactants are Cc1ccccc1, COCC=Cc1ccc(Cl)c(C(=O)NC2CC2)c1, CN(C)C=O, NNS(=O)(=O)c1ccccc1. Yields the product COCCCc1ccc(Cl)c(C(=O)NC2CC2)c1. RXN SMILES: [CH3:35][c:36]1[cH:37][cH:38][cH:39][cH:40][cH:41]1.[Cl:1][c:2]1[c:3]([C:4](=[O:5])[NH:6][CH:7]2[CH2:8][CH2:9]2)[cH:10][c:11]([CH:14]=[CH:15][CH2:16][O:17][CH3:18])[cH:12][cH:13]1.[O:19]=[CH:20][N:21]([CH3:22])[CH3:23].[c:24]1([S:25]([NH:26][NH2:27])(=[O:28])=[O:29])[cH:30][cH:31][cH:32][cH:33][cH:34]1>>[Cl:1][c:2]1[c:3]([C:4](=[O:5])[NH:6][CH:7]2[CH2:8][CH2:9]2)[cH:10][c:11]([CH2:14][CH2:15][CH2:16][O:17][CH3:18])[cH:12][cH:13]1. Reactants: CC1=CCCC(C1/C=C/C(=O)C)(C)C (α-ionone), Cl (HCl), SCCC[Si](OC)(OC)OC (3-mercaptopropyl-trimethoxysilane), C1CCC2=NCCCN2CC1 (DBU). Run at time 135 minute. The product is CO[Si](CCCSC(CC(C)=O)C1C(=CCCC1(C)C)C)(OC)OC (4-{[3-(trimethoxysilyl)propyl]thio}-4-(2,6,6-trimethyl-2-cyclohexen-1-yl)-2-butanone). Isolated yield 71.3%. Reaction SMILES: [CH3:1][C:2]1[CH:7](/[CH:8]=[CH:9]/[C:10]([CH3:12])=[O:11])[C:6]([CH3:14])([CH3:13])[CH2:5][CH2:4][CH:3]=1.[SH:15][CH2:16][CH2:17][CH2:18][Si:19]([O:24][CH3:25])([O:22][CH3:23])[O:20][CH3:21].C1CCN2C(=NCCC2)CC1.Cl>>[CH3:21][O:20][Si:19]([O:22][CH3:23])([O:24][CH3:25])[CH2:18][CH2:17][CH2:16][S:15][CH:8]([CH:7]1[C:6]([CH3:14])([CH3:13])[CH2:5][CH2:4][CH:3]=[C:2]1[CH3:1])[CH2:9][C:10](=[O:11])[CH3:12]. Procedure details: To a stirred solution of α-ionone (1.92 g, 10.0 mmol) and 3-mercaptopropyl-trimethoxysilane (1.96 g, 10.0 mmol) at 12° C. was rapidly added DBU (0.14 ml, 152 mg, 1.0 mmol). The temperature rose to 19° C. and the solution turned orange. After 135 minutes at 20° C, the reaction mixture was poured onto a cold stirred 5% aqueous HCl solution and extracted twice with Et2O. The organic phases were washed (H2O, saturated aqueous NaHCO3 and brine), dried (Na2SO4), filtered and concentrated. The crude ex... The reactants are O=C([O-])[O-], C=CCBr, CC(C)=O, [K+], [K+], CSc1ncc(O)cn1. Yields the product C=CCOc1cnc(SC)nc1. RXN SMILES: [C:10](=[O:11])([O-:12])[O-:13].[CH2:16]([CH:17]=[CH2:18])[Br:19].[CH3:20][C:21](=[O:22])[CH3:23].[K+:14].[K+:15].[OH:1][c:2]1[cH:3][n:4][c:5]([S:8][CH3:9])[n:6][cH:7]1>>[O:1]([c:2]1[cH:3][n:4][c:5]([S:8][CH3:9])[n:6][cH:7]1)[CH2:18][CH:17]=[CH2:16]. Starting materials: C(C1=CC=CC=C1)#N (benzonitrile), [N-]=[N+]=[N-].[Na+] (sodium azide), Cl.C(C)NCC (diethylamine hydrochloride). Solvent: C1(=CC=CC=C1)C (toluene). Product: C1(=CC=CC=C1)C1=NN=NN1 (5-phenyl-1H-tetrazole). The yield is 96.0%. Reaction SMILES: [C:1](#[N:8])[C:2]1[CH:7]=[CH:6][CH:5]=[CH:4][CH:3]=1.[N-:9]=[N+:10]=[N-:11].[Na+].Cl.C(NCC)C>C1(C)C=CC=CC=1>[C:2]1([C:1]2[NH:11][N:10]=[N:9][N:8]=2)[CH:7]=[CH:6][CH:5]=[CH:4][CH:3]=1 |f:1.2,3.4|. Reported procedure: Into the same device as used in Example 1 were placed 5.16 g (0.050 mole) of benzonitrile, 4.23 g (0.065 mole) of sodium azide, 7.13 g (0.065 mole) of diethylamine hydrochloride and 52 ml of toluene. The mixture was reacted for 8 hours in the same manner as in Example 1, giving 7.02 g (0.048 mole) of 5-phenyl-1H-tetrazole (yield 96.0% based on benzonitrile).